This data is from the Open Reaction Database (ORD), a public repository of structured organic reaction records. The task is: describe an organic reaction: reactants, conditions, products, and yield The reactants are C(C1=CC=CC=C1)OC1=CC(=C(C(=O)O)C=C1)Cl (4-benzyloxy-2-chloro-benzoic acid), C(CCCC)C1=CC=C(C=C1)OC(C1=CC=C(C=C1)O)=O (4-hydroxy-benzoic acid 4-pentyl-phenyl ester), C1(CCCCC1)N=C=NC1CCCCC1 (dicyclohexylcarbodiimide). Reagents/catalysts: CN(C1=CC=NC=C1)C (4-dimethylaminopyridine). Run in C(Cl)Cl (methylene chloride). Yields the product C(CCCC)C1=CC=C(OC(=O)C2=CC=C(C=C2)OC(C2=C(C=C(C=C2)OCC2=CC=CC=C2)Cl)=O)C=C1 (4-benzyloxy-2-chloro-benzoic acid 4-(4-pentyl-phenoxycarbonyl)-phenyl ester). Isolated yield 93.1%. RXN SMILES: [CH2:1]([O:8][C:9]1[CH:17]=[CH:16][C:12]([C:13]([OH:15])=[O:14])=[C:11]([Cl:18])[CH:10]=1)[C:2]1[CH:7]=[CH:6][CH:5]=[CH:4][CH:3]=1.[CH2:19]([C:24]1[CH:29]=[CH:28][C:27]([O:30][C:31](=[O:39])[C:32]2[CH:37]=[CH:36][C:35](O)=[CH:34][CH:33]=2)=[CH:26][CH:25]=1)[CH2:20][CH2:21][CH2:22][CH3:23].C1(N=C=NC2CCCCC2)CCCCC1>CN(C)C1C=CN=CC=1.C(Cl)Cl>[CH2:19]([C:24]1[CH:29]=[CH:28][C:27]([O:30][C:31]([C:32]2[CH:37]=[CH:36][C:35]([O:14][C:13](=[O:15])[C:12]3[CH:16]=[CH:17][C:9]([O:8][CH2:1][C:2]4[CH:3]=[CH:4][CH:5]=[CH:6][CH:7]=4)=[CH:10][C:11]=3[Cl:18])=[CH:34][CH:33]=2)=[O:39])=[CH:26][CH:25]=1)[CH2:20][CH2:21][CH2:22][CH3:23]. Reported procedure: 1.84 g (7.0 mmol) of 4-benzyloxy-2-chloro-benzoic acid, 1.90 g (6.7 mmol) of 4-hydroxy-benzoic acid 4-pentyl-phenyl ester and 0.082 g (0.67 mmol) of 4-dimethylaminopyridine were dissolved in 50 mL of methylene chloride followed by the addition of 1.45 g (7.0 mmol) of dicyclohexylcarbodiimide while stirring in the presence of argon. After stirring for 8 hours in the presence of argon, the reaction mixture was filtered and the filtrate was concentrated. The residue was purified by silica gel colum... Reaction SMILES: [C:1]([CH3:2])(=[O:3])[c:4]1[c:5]([CH2:28][Br:29])[n:6][c:7]2[cH:8][c:9]([O:26][CH3:27])[c:10]([O:24][CH3:25])[cH:11][c:12]2[c:13]1-[c:14]1[cH:15][c:16]([O:22][CH3:23])[c:17]([O:20][CH3:21])[cH:18][cH:19]1.[C:37](=[O:38])([O-:39])[O-:40].[CH3:30][n:31]1[c:32]([SH:36])[n:33][cH:34][cH:35]1.[CH3:43][N:44]([CH3:45])[CH:46]=[O:47].[K+:41].[K+:42].[OH2:48]>>[C:1]([CH3:2])(=[O:3])[c:4]1[c:5]([CH2:28][S:36][c:32]2[n:31]([CH3:30])[cH:35][cH:34][n:33]2)[n:6][c:7]2[cH:8][c:9]([O:26][CH3:27])[c:10]([O:24][CH3:25])[cH:11][c:12]2[c:13]1-[c:14]1[cH:15][c:16]([O:22][CH3:23])[c:17]([O:20][CH3:21])[cH:18][cH:19]1. Product: COc1ccc(-c2c(C(C)=O)c(CSc3nccn3C)nc3cc(OC)c(OC)cc23)cc1OC. Reactants: COc1ccc(-c2c(C(C)=O)c(CBr)nc3cc(OC)c(OC)cc23)cc1OC, O=C([O-])[O-], Cn1ccnc1S, CN(C)C=O, [K+], [K+], O. Yields the product CC(C(=O)O)c1ccc(O)cc1. Starting materials: CCO, CCOC(=O)C(C)c1ccc(O)cc1, O=S(=O)(O)O. As a reaction SMILES: [CH3:20][CH2:21][OH:22].[OH:1][c:2]1[cH:3][cH:4][c:5]([CH:8]([C:9](=[O:10])[O:11][CH2:12][CH3:13])[CH3:14])[cH:6][cH:7]1.[S:15](=[O:16])(=[O:17])([OH:18])[OH:19]>>[OH:1][c:2]1[cH:3][cH:4][c:5]([CH:8]([C:9](=[O:10])[OH:11])[CH3:14])[cH:6][cH:7]1.